Dataset: the Open Reaction Database (ORD), a public repository of structured organic reaction records. Task: describe an organic reaction: reactants, conditions, products, and yield Yields the product C(C)OC(=O)C1=C(SC2=NC=CC=C21)NC2=CC=C(C=C2)I (2-[(4-Iodophenyl)amino]thieno[2,3-b]pyridine-3-carboxylic acid ethyl ester), solid. Reactants: ClC1=NC=CC=C1CC(=O)OCC (ethyl (2-chloropyridin-3-yl)acetate), IC1=CC=C(C=C1)N=C=S (4-iodophenyl isothiocyanate). Yield: 50.0%. As a reaction SMILES: Cl[C:2]1[C:7]([CH2:8][C:9]([O:11][CH2:12][CH3:13])=[O:10])=[CH:6][CH:5]=[CH:4][N:3]=1.[I:14][C:15]1[CH:20]=[CH:19][C:18]([N:21]=[C:22]=[S:23])=[CH:17][CH:16]=1>>[CH2:12]([O:11][C:9]([C:8]1[C:7]2[C:2](=[N:3][CH:4]=[CH:5][CH:6]=2)[S:23][C:22]=1[NH:21][C:18]1[CH:19]=[CH:20][C:15]([I:14])=[CH:16][CH:17]=1)=[O:10])[CH3:13]. Procedure details: Prepared from ethyl (2-chloropyridin-3-yl)acetate (D. H. Bremner et al., Synthesis, 1997, 949) (750 mg, 3.8 mmol) and 4-iodophenyl isothiocyanate (1.0 g, 3.8 mmol) by the method of Example 1. Title compound obtained as an off-white solid (800 mg, 50%). δH (DMSO-d6) 10.34 (1H, br s), 8.33-8.30 (2H, m), 7.79 (2H, dt, J 2.0, 6.7 Hz), 7.43-7.31 (3H, m), 4.40 (2H, q, J 7.1 Hz), 1.40 (3H, t, J 7.1 Hz). LCMS (ES+) RT 4.31 minutes, 425 (M+H)+.